Task: describe an organic reaction: reactants, conditions, products, and yield. Dataset: the Open Reaction Database (ORD), a public repository of structured organic reaction records Reactants: NC1=C(C2=C(S1)CCC2)C(=O)OCC (ethyl 2-amino-5,6-dihydro-4H-cyclopenta[b]thiophene-3-carboxylate), C(=O)N (formamide), O (water). Yields the product N1=CNC(C2=C1SC1=C2CCC1)=O (3,5,6,7-Tetrahydro-4H-cyclopenta[4,5]thieno[2,3-d]pyrimidin-4-one). As a reaction SMILES: [NH2:1][C:2]1[S:6][C:5]2[CH2:7][CH2:8][CH2:9][C:4]=2[C:3]=1[C:10]([O:12]CC)=O.O.[CH:16]([NH2:18])=O>>[N:1]1[C:2]2[S:6][C:5]3[CH2:7][CH2:8][CH2:9][C:4]=3[C:3]=2[C:10](=[O:12])[NH:18][CH:16]=1. Procedure details: A suspension of 11.37 g ethyl 2-amino-5,6-dihydro-4H-cyclopenta[b]thiophene-3-carboxylate in 40 mL formamide was heated for 4 h to 190° C. using a heating mantle, then cooled and poured into 400 mL water. The mixture was then filtered to remove the solid product. The solids were washed successively with 30 mL EtOAc and 200 mL diethyl ether, air dried overnight, then vacuum oven dried for 3 h. The material was used in the subsequent reactions without further purification. The reactants are COS(=O)(=O)OC, CC(C)=O, O=[N+]([O-])c1ccc(Nc2c(Cl)c(Cl)nc(Cl)c2Cl)c(C(F)(F)F)c1, [Na+], [Na+], O=C([O-])[O-]. Product: CN(c1ccc([N+](=O)[O-])cc1C(F)(F)F)c1c(Cl)c(Cl)nc(Cl)c1Cl. Reaction SMILES: [CH3:31][O:32][S:33]([O:34][CH3:35])(=[O:36])=[O:37].[CH3:38][C:39](=[O:40])[CH3:41].[Cl:1][c:2]1[n:3][c:4]([Cl:24])[c:5]([Cl:23])[c:6]([NH:9][c:10]2[c:11]([C:19]([F:20])([F:21])[F:22])[cH:12][c:13]([N+:16](=[O:17])[O-:18])[cH:14][cH:15]2)[c:7]1[Cl:8].[Na+:25].[Na+:26].[O-:27][C:28](=[O:29])[O-:30]>>[Cl:1][c:2]1[n:3][c:4]([Cl:24])[c:5]([Cl:23])[c:6]([N:9]([c:10]2[c:11]([C:19]([F:20])([F:21])[F:22])[cH:12][c:13]([N+:16](=[O:17])[O-:18])[cH:14][cH:15]2)[CH3:28])[c:7]1[Cl:8]. Starting materials: CC(C)([O-])C.[K+] (Potassium tert-butoxide), ClC1=CC2=C(N(C(CN=C2C2=CC=C(C=C2)F)=O)CC2=CC=C(C=C2)OC)C=C1 (7-Chloro-5-(4-fluorophenyl)-1-(4-methoxybenzyl)-1H-benzo[e][1,4]diazepin-2(3H)-one), CC1=C(CBr)C=CC=C1 (2-methylbenzyl bromide). The solvent is C1CCOC1 (THF). Reaction conditions: temperature -78 celsius, time 5 minute. The product is ClC1=CC2=C(N(C(C(N=C2C2=CC=C(C=C2)F)CC2=C(C=CC=C2)C)=O)CC2=CC=C(C=C2)OC)C=C1 (7-chloro-5-(4-fluorophenyl)-1-(4-methoxybenzyl)-3-(2-methylbenzyl)-1H-benzo[e][1,4]diazepin-2(3H)-one). Yield: 39.0%. Reaction SMILES: [Cl:1][C:2]1[CH:29]=[CH:28][C:5]2[N:6]([CH2:19][C:20]3[CH:25]=[CH:24][C:23]([O:26][CH3:27])=[CH:22][CH:21]=3)[C:7](=[O:18])[CH2:8][N:9]=[C:10]([C:11]3[CH:16]=[CH:15][C:14]([F:17])=[CH:13][CH:12]=3)[C:4]=2[CH:3]=1.CC(C)([O-])C.[K+].[CH3:36][C:37]1[CH:44]=[CH:43][CH:42]=[CH:41][C:38]=1[CH2:39]Br>C1COCC1>[Cl:1][C:2]1[CH:29]=[CH:28][C:5]2[N:6]([CH2:19][C:20]3[CH:25]=[CH:24][C:23]([O:26][CH3:27])=[CH:22][CH:21]=3)[C:7](=[O:18])[CH:8]([CH2:36][C:37]3[CH:44]=[CH:43][CH:42]=[CH:41][C:38]=3[CH3:39])[N:9]=[C:10]([C:11]3[CH:16]=[CH:15][C:14]([F:17])=[CH:13][CH:12]=3)[C:4]=2[CH:3]=1 |f:1.2|. Procedure details: 7-Chloro-5-(4-fluorophenyl)-1-(4-methoxybenzyl)-1H-benzo[e][1,4]diazepin-2(3H)-one (90 mg, 0.220 mmol) was dissolved in dry THF (2 mL) and cooled to −78° C. under nitrogen. Potassium tert-butoxide (49 mg, 0.437 mmol) was added as a solid in one portion and the resulting red solution was stirred vigorously for 5 min. To this solution was added 2-methylbenzyl bromide (25 μL, 0.262 mmol) by syringe. The mixture was stirred for 1 h at −78° C., then the cold bath was removed. After another 1 h (warmi...